Dataset: the Open Reaction Database (ORD), a public repository of structured organic reaction records. Task: describe an organic reaction: reactants, conditions, products, and yield The reactants are ClC1=C(C=C(C=C1[N+](=O)[O-])C(F)(F)F)[N+](=O)[O-] (4-chloro-3,5-dinitro-benzotrifluoride). Solvent: C1(=CC=CC=C1)C (toluene). The product is NC=1C=C(C=C(C1Cl)N)C(F)(F)F (3,5-diamino-4-chloro-benzotrifluoride). The yield is 95.7%. RXN SMILES: [Cl:1][C:2]1[C:7]([N+:8]([O-])=O)=[CH:6][C:5]([C:11]([F:14])([F:13])[F:12])=[CH:4][C:3]=1[N+:15]([O-])=O>C1(C)C=CC=CC=1>[NH2:15][C:3]1[CH:4]=[C:5]([C:11]([F:14])([F:12])[F:13])[CH:6]=[C:7]([NH2:8])[C:2]=1[Cl:1]. Procedure: 40 g of 4-chloro-3,5-dinitro-benzotrifluoride and 47 g of toluene are placed in an agitator autoclave, and the catalyst suspension is flushed in with 4 g of water. Hydrogenation subsequently takes place at a temperature of 100° C. and at a hydrogen pressure of 5 bar. When the hydrogen uptake is complete, the autoclave is cooled and rendered inert with nitrogen. The catalyst is filtered off and washed with toluene. After working up by distillation, 29.8 g of 3,5-diamino-4-chloro-benzotrifluoride ... Starting materials: O=S1(N(CCOC2=C1C=CC(=C2)OC=2C=C(C(=O)NC1=NN(C=C1)C)C=C(C2)O[C@H](CO)C)CC2=CC=CC=C2)=O (3-{[1,1-dioxido-2-(phenylmethyl)-3,4-dihydro-2H-5,1,2-benzoxathiazepin-7-yl]oxy}-5-{[(1S)-2-hydroxy-1-methylethyl]oxy}-N-(1-methyl-1H-pyrazol-3-yl)benzamide). The reagents and catalysts are [Pd] (Palladium on carbon). Solvent: C1CCOC1 (THF), C(C)O (ethanol). Conditions: temperature 50 celsius, time 24 hour. Product: O=S1(NCCOC2=C1C=CC(=C2)OC=2C=C(C(=O)NC1=NN(C=C1)C)C=C(C2)O[C@H](CO)C)=O (3-[(1,1-Dioxido-3,4-dihydro-2H-5,1,2-benzoxathiazepin-7-yl)oxy]-5-{[(1S)-2-hydroxy-1-methylethyl]oxy}-N-(1-methyl-1H-pyrazol-3-yl)benzamide). Yield: 25.3%. RXN SMILES: [O:1]=[S:2]1(=[O:41])[C:8]2[CH:9]=[CH:10][C:11]([O:13][C:14]3[CH:15]=[C:16]([CH:26]=[C:27]([O:29][C@@H:30]([CH3:33])[CH2:31][OH:32])[CH:28]=3)[C:17]([NH:19][C:20]3[CH:24]=[CH:23][N:22]([CH3:25])[N:21]=3)=[O:18])=[CH:12][C:7]=2[O:6][CH2:5][CH2:4][N:3]1CC1C=CC=CC=1>[Pd].C1COCC1.C(O)C>[O:41]=[S:2]1(=[O:1])[C:8]2[CH:9]=[CH:10][C:11]([O:13][C:14]3[CH:15]=[C:16]([CH:26]=[C:27]([O:29][C@@H:30]([CH3:33])[CH2:31][OH:32])[CH:28]=3)[C:17]([NH:19][C:20]3[CH:24]=[CH:23][N:22]([CH3:25])[N:21]=3)=[O:18])=[CH:12][C:7]=2[O:6][CH2:5][CH2:4][NH:3]1. Procedure details: 10% Palladium on carbon (30 mg) was added to 3-{[1,1-dioxido-2-(phenylmethyl)-3,4-dihydro-2H-5,1,2-benzoxathiazepin-7-yl]oxy}-5-{[(1S)-2-hydroxy-1-methylethyl]oxy}-N-(1-methyl-1H-pyrazol-3-yl)benzamide (100 mg; 0.17 mmol) in dry THF (4 mL) and dry ethanol (4 mL) under an argon atmosphere. The reaction was degassed and placed under a hydrogen atmosphere then stirred for 24 hours at 50° C. and 20 bar. The mixture was filtered through diatomaceous earth and the filtrate evaporated. Purification via... The reactants are OCCBr, SCCc1ccncc1. Yields the product OCCSCCc1ccncc1. As a reaction SMILES: [Br:10][CH2:11][CH2:12][OH:13].[n:1]1[cH:2][cH:3][c:4]([CH2:7][CH2:8][SH:9])[cH:5][cH:6]1>>[n:1]1[cH:2][cH:3][c:4]([CH2:7][CH2:8][S:9][CH2:11][CH2:12][OH:13])[cH:5][cH:6]1. Reactants: C(Cl)(Cl)Cl (CHCl3), O (water), C(C1=CC=CC=C1)(=O)OCC(O)CO ((-)-1-benzoyl glycerol), C1(=CC=C(C=C1)S(=O)(=O)Cl)C (p-toluenesulfonyl chloride), O (water). Run in N1=CC=CC=C1 (pyridine). Reaction conditions: temperature 0 celsius, time 15 minute. Product: C(C1=CC=CC=C1)(=O)OCC(OS(=O)(=O)C1=CC=C(C=C1)C)COS(=O)(=O)C1=CC=C(C=C1)C ((-)-1-benzoyl-2,3-di-p-toluenesulfonyl glycerol). The yield is 72.0%. As a reaction SMILES: [C:1]([O:9][CH2:10][CH:11]([CH2:13][OH:14])[OH:12])(=[O:8])[C:2]1[CH:7]=[CH:6][CH:5]=[CH:4][CH:3]=1.[C:15]1([CH3:25])[CH:20]=[CH:19][C:18]([S:21](Cl)(=[O:23])=[O:22])=[CH:17][CH:16]=1.[OH2:26].C(Cl)(Cl)Cl>N1C=CC=CC=1>[C:1]([O:9][CH2:10][CH:11]([CH2:13][O:14][S:21]([C:18]1[CH:19]=[CH:20][C:15]([CH3:25])=[CH:16][CH:17]=1)(=[O:22])=[O:26])[O:12][S:21]([C:18]1[CH:19]=[CH:20][C:15]([CH3:25])=[CH:16][CH:17]=1)(=[O:23])=[O:22])(=[O:8])[C:2]1[CH:7]=[CH:6][CH:5]=[CH:4][CH:3]=1. Reported procedure: To a solution of 35.5 g (181 mmol) of (-)-1-benzoyl glycerol (G) in 250 ml of dry pyridine at 0° C. is added 83 g (433 mmol) of p-toluenesulfonyl chloride. The mixture is stirred at 0° C. for 15 minutes and then stored in a refrigerator for 144 hours. After cooling the reaction mixture to 0° C., 10 ml of water are added, the mixture is stirred for 10 minutes, and then poured into excess water. The aqueous solution is separated from the gummy product, and extracted with chloroform. The gummy resi... The reactants are ClCCl, FC(F)(F)c1ccn2cc(CCl)nc2c1, NCC1OCCO1. Yields the product FC(F)(F)c1ccn2cc(CNCC3OCCO3)nc2c1. Reaction SMILES: [Cl:23][CH2:24][Cl:25].[Cl:8][CH2:9][c:10]1[n:11][c:12]2[n:13]([cH:14][cH:15][c:16]([C:18]([F:19])([F:20])[F:21])[cH:17]2)[cH:22]1.[O:1]1[CH:2]([CH2:6][NH2:7])[O:3][CH2:4][CH2:5]1>>[O:1]1[CH:2]([CH2:6][NH:7][CH2:9][c:10]2[n:11][c:12]3[n:13]([cH:14][cH:15][c:16]([C:18]([F:19])([F:20])[F:21])[cH:17]3)[cH:22]2)[O:3][CH2:4][CH2:5]1. Reaction SMILES: [CH3:29][CH2:30][OH:31].[Cl:3][c:4]1[c:5](-[c:12]2[c:13]([Cl:27])[cH:14][c:15]([Cl:26])[c:16]([S:18][CH:19]([C:20](=[O:21])[O:22][CH2:23][CH3:24])[CH3:25])[cH:17]2)[n:6][n:7]([CH3:11])[c:8]1[S:9][CH3:10].[Na+:2].[OH-:1].[OH2:28]>>[Cl:3][c:4]1[c:5](-[c:12]2[c:13]([Cl:27])[cH:14][c:15]([Cl:26])[c:16]([S:18][CH:19]([C:20](=[O:21])[OH:22])[CH3:25])[cH:17]2)[n:6][n:7]([CH3:11])[c:8]1[S:9][CH3:10]. Reactants: CCO, CCOC(=O)C(C)Sc1cc(-c2nn(C)c(SC)c2Cl)c(Cl)cc1Cl, [Na+], [OH-], O. The product is CSc1c(Cl)c(-c2cc(SC(C)C(=O)O)c(Cl)cc2Cl)nn1C. The reactants are O=C([O-])[O-], COc1cc2nccc(Oc3cc4ccccc4nc3O)c2cc1OC, CN(C)C=O, BrC1CCCC1, [K+], [K+], O. The product is COc1cc2nccc(Oc3cc4ccccc4nc3OC3CCCC3)c2cc1OC. Reaction SMILES: [C:27](=[O:28])([O-:29])[O-:30].[CH3:1][O:2][c:3]1[cH:4][c:5]2[c:6]([O:15][c:16]3[c:17]([OH:26])[n:18][c:19]4[cH:20][cH:21][cH:22][cH:23][c:24]4[cH:25]3)[cH:7][cH:8][n:9][c:10]2[cH:11][c:12]1[O:13][CH3:14].[CH3:40][N:41]([CH3:42])[CH:43]=[O:44].[CH:33]1([Br:38])[CH2:34][CH2:35][CH2:36][CH2:37]1.[K+:31].[K+:32].[OH2:39]>>[CH3:1][O:2][c:3]1[cH:4][c:5]2[c:6]([O:15][c:16]3[c:17]([O:26][CH:33]4[CH2:34][CH2:35][CH2:36][CH2:37]4)[n:18][c:19]4[cH:20][cH:21][cH:22][cH:23][c:24]4[cH:25]3)[cH:7][cH:8][n:9][c:10]2[cH:11][c:12]1[O:13][CH3:14]. The reactants are C(O)([O-])=O.[Na+] (sodium hydrogen carbonate), N(=O)[O-].[Na+] (sodium nitrite), ClC1=CC(=CC=C1)C(=O)OO (m-chloroperbenzoic acid), ClC=1SC(=CC1C1CC(C=2C(=CC=NC2C1)C)=O)Cl (7-(2,5-dichlorothiophen-3-yl)-4-methyl-5,6,7,8-tetrahydroquinolin-5-one). Run in C(C)(=O)OCC (ethyl acetate), C1=CC=CC=C1 (benzene). Run at time 1 hour. Yields the product ClC=1SC(=CC1C1CC(C=2C(=CC=[N+](C2C1)[O-])C)=O)Cl (7-(2,5-dichlorothiophen-3-yl)-4-methyl-5,6,7,8-tetrahydroquinolin-5-one-1-oxide). Yield: 90.8%. Reaction SMILES: [Cl:1][C:2]1[S:3][C:4]([Cl:19])=[CH:5][C:6]=1[CH:7]1[CH2:16][C:15]2[N:14]=[CH:13][CH:12]=[C:11]([CH3:17])[C:10]=2[C:9](=[O:18])[CH2:8]1.ClC1C=CC=C(C(OO)=[O:28])C=1.C(=O)([O-])O.[Na+].N([O-])=O.[Na+]>C1C=CC=CC=1.C(OCC)(=O)C>[Cl:1][C:2]1[S:3][C:4]([Cl:19])=[CH:5][C:6]=1[CH:7]1[CH2:16][C:15]2[N+:14]([O-:28])=[CH:13][CH:12]=[C:11]([CH3:17])[C:10]=2[C:9](=[O:18])[CH2:8]1 |f:2.3,4.5|. Reported procedure: In benzene (15 ml) was dissolved 7-(2,5-dichlorothiophen-3-yl)-4-methyl-5,6,7,8-tetrahydroquinolin-5-one (1.09 g), and to the solution was added m-chloroperbenzoic acid (0.963 g). The mixture was stirred at room temperature for 1 hour, and to the mixture were added ethyl acetate (150 ml), saturated sodium hydrogen carbonate solution (200 ml) and sodium nitrite(200 mg). The mixture was shaken, and the separated upper layer was washed with water and concentrated under reduced pressure. The residue... The reactants are Br, CCOCC, COc1cccc(OC)c1CO, [Cl-], [Na+]. Product: COc1cccc(OC)c1CBr. Reaction SMILES: [BrH:15].[CH3:16][CH2:17][O:18][CH2:19][CH3:20].[CH3:1][O:2][c:3]1[c:4]([CH2:11][OH:12])[c:5]([O:9][CH3:10])[cH:6][cH:7][cH:8]1.[Cl-:14].[Na+:13]>>[CH3:1][O:2][c:3]1[c:4]([CH2:11][Br:15])[c:5]([O:9][CH3:10])[cH:6][cH:7][cH:8]1. The reactants are OC=1C=C2C(=NC(=NC2=CC1OC)C1=CC(=CC=C1)[N+](=O)[O-])NC=1C=C2C=NN(C2=CC1)C(=O)OC(C)(C)C (tert-Butyl 5-(6-hydroxy-7-methoxy-2-(3-nitrophenyl)quinazolin-4-ylamino)-1H-indazole-1-carboxylate), ClCCCN1CCOCC1 (4-(3-chloropropyl)morpholine), C(=O)([O-])[O-].[K+].[K+] (K2CO3). The solvent is CN(C)C=O (DMF). Reaction conditions: temperature 80 celsius. The product is COC1=C(C=C2C(=NC(=NC2=C1)C1=CC(=CC=C1)[N+](=O)[O-])NC=1C=C2C=NN(C2=CC1)C(=O)OC(C)(C)C)OCCCN1CCOCC1 (tert-butyl 5-(7-methoxy-6-(3-morpholinopropoxy)-2-(3-nitrophenyl)quinazolin-4-ylamino)-1H-indazole-1-carboxylate). Reaction SMILES: [OH:1][C:2]1[CH:3]=[C:4]2[C:9](=[CH:10][C:11]=1[O:12][CH3:13])[N:8]=[C:7]([C:14]1[CH:19]=[CH:18][CH:17]=[C:16]([N+:20]([O-:22])=[O:21])[CH:15]=1)[N:6]=[C:5]2[NH:23][C:24]1[CH:25]=[C:26]2[C:30](=[CH:31][CH:32]=1)[N:29]([C:33]([O:35][C:36]([CH3:39])([CH3:38])[CH3:37])=[O:34])[N:28]=[CH:27]2.Cl[CH2:41][CH2:42][CH2:43][N:44]1[CH2:49][CH2:48][O:47][CH2:46][CH2:45]1.C([O-])([O-])=O.[K+].[K+]>CN(C=O)C>[CH3:13][O:12][C:11]1[CH:10]=[C:9]2[C:4]([C:5]([NH:23][C:24]3[CH:25]=[C:26]4[C:30](=[CH:31][CH:32]=3)[N:29]([C:33]([O:35][C:36]([CH3:39])([CH3:38])[CH3:37])=[O:34])[N:28]=[CH:27]4)=[N:6][C:7]([C:14]3[CH:19]=[CH:18][CH:17]=[C:16]([N+:20]([O-:22])=[O:21])[CH:15]=3)=[N:8]2)=[CH:3][C:2]=1[O:1][CH2:41][CH2:42][CH2:43][N:44]1[CH2:49][CH2:48][O:47][CH2:46][CH2:45]1 |f:2.3.4|. Procedure details: A mixture of tert-Butyl 5-(6-hydroxy-7-methoxy-2-(3-nitrophenyl)quinazolin-4-ylamino)-1H-indazole-1-carboxylate (0.70 g, 1.32 mmol), 4-(3-chloropropyl)morpholine (0.32 g, 1.96 mmol) and K2CO3 (1.33 g, 9.62 mmol) in DMF (10 mL) was heated at 80° C. for 2.5 h. The mixture was allowed to cool to RT and the volatiles were removed in vacuo. The crude product was purified by column chromatography (SiO2, CH2Cl2 97:3 to 94:6 to 90:10) to give the desired compound tert-butyl 5-(7-methoxy-6-(3-morpholinop...